From a dataset of the Open Reaction Database (ORD), a public repository of structured organic reaction records. describe an organic reaction: reactants, conditions, products, and yield The reactants are C(C)C=1N=C(SC1C(=O)OC)N1CC(C1)NCCC (methyl 4-ethyl-2-[3-(n-propylamino)azetidin-1-yl]-1,3-thiazole-5-carboxylate), ON1N=NC2=C1C=CC=C2 (1-hydroxybenzotriazole), CN1CCOCC1 (N-methylmorpholine), ClC=1N=C(NC1CC)C(=O)O (4-chloro-5-ethyl-1H-imidazole-2-carboxylic acid), CCN=C=NCCCN(C)C.Cl (WSC hydrochloride). Yields the product ClC=1N=C(NC1CC)C(=O)N(C1CN(C1)C=1SC(=C(N1)CC)C(=O)OC)CCC (Methyl 2-(3-{[(4-chloro-5-ethyl-1H-imidazol-2-yl)carbonyl](n-propyl)amino}azetidin-1-yl)-4-ethyl-1,3-thiazole-5-carboxylate). Reaction SMILES: [CH2:1]([C:3]1[N:4]=[C:5]([N:12]2[CH2:15][CH:14]([NH:16][CH2:17][CH2:18][CH3:19])[CH2:13]2)[S:6][C:7]=1[C:8]([O:10][CH3:11])=[O:9])[CH3:2].[Cl:20][C:21]1[N:22]=[C:23]([C:28](O)=[O:29])[NH:24][C:25]=1[CH2:26][CH3:27].CCN=C=NCCCN(C)C.Cl.ON1C2C=CC=CC=2N=N1.CN1CCOCC1>>[Cl:20][C:21]1[N:22]=[C:23]([C:28]([N:16]([CH2:17][CH2:18][CH3:19])[CH:14]2[CH2:15][N:12]([C:5]3[S:6][C:7]([C:8]([O:10][CH3:11])=[O:9])=[C:3]([CH2:1][CH3:2])[N:4]=3)[CH2:13]2)=[O:29])[NH:24][C:25]=1[CH2:26][CH3:27] |f:2.3|. Procedure details: The same operation as in Example (221c) was performed using methyl 4-ethyl-2-[3-(n-propylamino)azetidin-1-yl]-1,3-thiazole-5-carboxylate obtained in Example (228b) (74 mg, 0.26 mmol), 4-chloro-5-ethyl-1H-imidazole-2-carboxylic acid obtained in Example (1d) (46 mg, 0.26 mmol), WSC hydrochloride (150 mg, 0.78 mmol), 1-hydroxybenzotriazole (35 mg, 0.26 mmol) and N-methylmorpholine (0.06 mL, 0.52 mmol), to obtain 75 mg of the title compound as a colorless oily substance (65%). Yield: 65.6%. Reactants: C(CC#C)O (3-butyn-1-ol), N1C=NC=C1 (imidazole), [Si](C)(C)(C(C)(C)C)Cl (t-butyldimethylsilyl chloride). The solvent is ice water, CN(C=O)C (dimethyl formamide). Conditions: time 18 hour. Product: [Si](C)(C)(C(C)(C)C)OCCC#C (3-butyn-1-ol t-butyldimethylsilyl ether). Isolated yield 86.5%. As a reaction SMILES: [CH2:1]([OH:5])[CH2:2][C:3]#[CH:4].N1C=CN=C1.[Si:11](Cl)([C:14]([CH3:17])([CH3:16])[CH3:15])([CH3:13])[CH3:12]>CN(C)C=O>[Si:11]([O:5][CH2:1][CH2:2][C:3]#[CH:4])([C:14]([CH3:17])([CH3:16])[CH3:15])([CH3:13])[CH3:12]. Procedure: A mixture of 21 g of 3-butyn-1-ol and 27 g of imidazole in 100 ml of dimethyl formamide was treated with 45 g of t-butyldimethylsilyl chloride in several portions over a one hour period. After stirring under nitrogen for 18 hours the reaction mixture was diluted with 500 ml of ice water. The resulting aqueous solution was extracted with 300 ml of ether and the ethereal solution washed with water and then brine. The ethereal solution was dried over potassium carbonate. Evaporation of the ether an... The reactants are C(#N)C=1C=NC=CC1 (3-cyanopyridine), Cl.CS(=O)(=O)C1=CC=C(N)C=C1 (4-(methylsulfonyl)aniline hydrochloride), C[Al](C)C (trimethylaluminum), O (H2O). The solvent is C1(=CC=CC=C1)C (toluene), C(Cl)(Cl)Cl (chloroform), C1(=CC=CC=C1)C (toluene). Reaction conditions: time 2.5 hour. Yields the product CS(=O)(=O)C1=CC=C(C=C1)NC(=N)C=1C=NC=CC1 (N-[4-(methylsulfonyl)phenyl]-3-pyridinecarboximidamide). Reaction SMILES: Cl.[CH3:2][S:3]([C:6]1[CH:12]=[CH:11][C:9]([NH2:10])=[CH:8][CH:7]=1)(=[O:5])=[O:4].C[Al](C)C.[C:17]([C:19]1[CH:20]=[N:21][CH:22]=[CH:23][CH:24]=1)#[N:18].O>C1(C)C=CC=CC=1.C(Cl)(Cl)Cl>[CH3:2][S:3]([C:6]1[CH:12]=[CH:11][C:9]([NH:10][C:17]([C:19]2[CH:20]=[N:21][CH:22]=[CH:23][CH:24]=2)=[NH:18])=[CH:8][CH:7]=1)(=[O:4])=[O:5] |f:0.1|. Procedure: To a suspension of 4-(methylsulfonyl)aniline hydrochloride (6 g, 28.8 mmol) in toluene (150 ml) at 0° C., trimethylaluminum (2M solution in toluene, 21.6 ml, 43.2 mmol) was added over 15 minutes. The reaction mixture was warmed to room temperature and stirred for 2.5 hours. A solution of 3-cyanopyridine (6 g, 57.6 mmol) in toluene (150 ml) was added over 10 minutes and the reaction mixture was heated to 90-95° C. After 24 hours, the reaction mixture was cooled to room temperature and poured over... The reactants are [N+](=O)([O-])[O-].[K+] (potassium nitrate), FC1=C(C#N)C=CC(=C1)F (2,4-difluorobenzonitrile). Solvent: S(O)(O)(=O)=O (sulfuric acid). Reaction conditions: temperature 0 celsius, time 30 minute. The product is FC1=C(C#N)C=C(C(=C1)F)[N+](=O)[O-] (2,4-difluoro-5-nitrobenzonitrile). RXN SMILES: [N+:1]([O-:4])([O-])=[O:2].[K+].[F:6][C:7]1[CH:14]=[C:13]([F:15])[CH:12]=[CH:11][C:8]=1[C:9]#[N:10]>S(=O)(=O)(O)O>[F:6][C:7]1[CH:14]=[C:13]([F:15])[C:12]([N+:1]([O-:4])=[O:2])=[CH:11][C:8]=1[C:9]#[N:10] |f:0.1|. Reported procedure: A mixture of potassium nitrate (73.2 g, 0.718 mmol, 2 eq) and concentrated sulfuric acid (350 mL) was cooled to 0° C. and 2,4-difluorobenzonitrile was added in portions over 10 to 15 minutes. The mixture was stirred for 30 minutes and then poured onto ice to give a precipitate. The precipitate was isolated by filtration, washed with water and lyophilized to provide 2,4-difluoro-5-nitrobenzonitrile (50 g, 0.28 mol) as an off-white solid; PB-CI/MS: 185=(MH+); 1H-NMR (300 Mhz, DMSO-d6): 8.093(t, 1H... The reactants are O=C(CCl)OCCN(CCO)C(=O)CCl, [H-], [Na+], C1CCOC1. Product: O=C(CCl)OCCN1CCOCC1=O. RXN SMILES: [Cl:1][CH2:2][C:3](=[O:4])[O:5][CH2:6][CH2:7][N:8]([C:9]([CH2:10][Cl:11])=[O:12])[CH2:13][CH2:14][OH:15].[H-:16].[Na+:17].[O:18]1[CH2:19][CH2:20][CH2:21][CH2:22]1>>[Cl:1][CH2:2][C:3](=[O:4])[O:5][CH2:6][CH2:7][N:8]1[C:9](=[O:12])[CH2:10][O:15][CH2:14][CH2:13]1. Starting materials: C(C)(C)(C)C1=C(C=O)C(=CC(=C1)C(C)(C)C)O (2,4-Di-tert-butyl-6-hydroxybenzaldehyde), CN (methylamine), C(C)(=O)O[BH-](OC(C)=O)OC(C)=O.[Na+] (Sodium triacetoxyborohydride), C(=O)(O)[O-].[Na+] (NaHCO3). Solvent: C(C)(=O)O (acetic acid), ClCCCl (1,2-dichloroethane), ClCCCl (1,2-dichloroethane). Reaction conditions: time 5 hour. Yields the product C(C)(C)(C)C=1C(=C(C=C(C1)C(C)(C)C)O)CNC (3,5-Di-tert-butyl-2-[(methylamino)methyl]phenol). Reaction SMILES: [C:1]([C:5]1[CH:12]=[C:11]([C:13]([CH3:16])([CH3:15])[CH3:14])[CH:10]=[C:9]([OH:17])[C:6]=1[CH:7]=O)([CH3:4])([CH3:3])[CH3:2].[CH3:18][NH2:19].C(O[BH-](OC(=O)C)OC(=O)C)(=O)C.[Na+].C([O-])(O)=O.[Na+]>ClCCCl.C(O)(=O)C>[C:1]([C:5]1[C:6]([CH2:7][NH:19][CH3:18])=[C:9]([OH:17])[CH:10]=[C:11]([C:13]([CH3:16])([CH3:15])[CH3:14])[CH:12]=1)([CH3:4])([CH3:3])[CH3:2] |f:2.3,4.5|. Procedure details: A mixture of 0.234 g (1.00 mmol) of the product of Step A, 3 mL of 2 N methylamine in TMF, and 0.5 mL acetic acid dissolved in 4.0 mL 1,2-dichloroethane was stirred at room temperature for 5 h. Sodium triacetoxyborohydride (0.422 g; 2.0 mmol) and 10 mL of 1,2-dichloroethane was then added and the resulting mixture was stirred overnight at room temperature. The reaction mixture was then treated with excess saturated aqueous NaHCO3. The aqueous layer was separated and extracted with CH2Cl2, the or... Starting materials: CC(=O)OC(C)=O, ClCCl, Nc1ccc(C2CCC3(CC2)OCCO3)nc1. Product: CC(=O)Nc1ccc(C2CCC3(CC2)OCCO3)nc1. Reaction SMILES: [CH3:18][C:19](=[O:20])[O:21][C:22](=[O:23])[CH3:24].[Cl:25][CH2:26][Cl:27].[O:1]1[CH2:2][CH2:3][O:4][C:5]12[CH2:6][CH2:7][CH:8]([c:11]1[cH:12][cH:13][c:14]([NH2:17])[cH:15][n:16]1)[CH2:9][CH2:10]2>>[O:1]1[CH2:2][CH2:3][O:4][C:5]12[CH2:6][CH2:7][CH:8]([c:11]1[cH:12][cH:13][c:14]([NH:17][C:19]([CH3:18])=[O:20])[cH:15][n:16]1)[CH2:9][CH2:10]2.